Dataset: the Open Reaction Database (ORD), a public repository of structured organic reaction records. Task: describe an organic reaction: reactants, conditions, products, and yield The reactants are CC(C)(OC1=CC=C(C=C1)C1=NC(=NO1)C(=O)O)C1=NN=C(N1C)C1=C(C=CC=C1)C(F)(F)F (5-[4-(1-methyl-1-{4-methyl-5-[2-(trifluoromethyl)phenyl]-4H-1,2,4-triazol-3-yl}ethoxy)phenyl]-1,2,4-oxadiazole-3-carboxylic acid), O (water). Solvent: CS(=O)C (DMSO). Run at temperature 60 celsius, time 2 hour. Product: CC(C)(OC1=CC=C(C=C1)C1=NC=NO1)C1=NN=C(N1C)C1=C(C=CC=C1)C(F)(F)F (5-[4-(1-methyl-1-{4-methyl-5-[2-(trifluoromethyl)phenyl]-4H-1,2,4-triazol-3-yl}ethoxy)phenyl]-1,2,4-oxadiazole). Yield: 66.0%. As a reaction SMILES: [CH3:1][C:2]([C:19]1[N:23]([CH3:24])[C:22]([C:25]2[CH:30]=[CH:29][CH:28]=[CH:27][C:26]=2[C:31]([F:34])([F:33])[F:32])=[N:21][N:20]=1)([O:4][C:5]1[CH:10]=[CH:9][C:8]([C:11]2[O:15][N:14]=[C:13](C(O)=O)[N:12]=2)=[CH:7][CH:6]=1)[CH3:3].O>CS(C)=O>[CH3:3][C:2]([C:19]1[N:23]([CH3:24])[C:22]([C:25]2[CH:30]=[CH:29][CH:28]=[CH:27][C:26]=2[C:31]([F:33])([F:34])[F:32])=[N:21][N:20]=1)([O:4][C:5]1[CH:10]=[CH:9][C:8]([C:11]2[O:15][N:14]=[CH:13][N:12]=2)=[CH:7][CH:6]=1)[CH3:1]. Procedure details: 5-[4-(1-methyl-1-{4-methyl-5-[2-(trifluoromethyl)phenyl]-4H-1,2,4-triazol-3-yl}ethoxy)phenyl]-1,2,4-oxadiazole-3-carboxylic acid (172 mg) was dissolved in DMSO (1 ml), followed by stirring at 60° C. for 2 hours. The reaction solution was cooled to room temperature and water was added thereto, followed by stirring for 15 minutes. The formed solid was collected by filtration and washed with water. The resulting solid was dissolved in ethyl acetate and washed with water and then saturated brine in ... Reactants: C1CNC(=O)N1 (ethyleneurea), N1(CCCCC1)S(=O)(=O)Cl (piperidinosulfonyl chloride). Yields the product N1(CCCCC1)S(=O)(=O)N1C(NCC1)=O (1-piperidinosulfonyl-2-oxo-tetrahydroimidazole). Reported procedure: To 17.4 of ethyleneurea is added with shaking 36 g of piperidinosulfonyl chloride (b.p. 130°/11m) and the mixture kept under nitrogen at 100° for 3 hrs. The mixture is cooled and the gummy material treated with methanol-isopropanol (1:1) to give a granular product of 1-piperidinosulfonyl-2-oxo-tetrahydroimidazole which melts at 201° on recrystallization from methanol. Conditions: time 3 hour. The solvent is CO.C(C)(C)O (methanol isopropanol). Reaction SMILES: [CH2:1]1[NH:6][C:4](=[O:5])[NH:3][CH2:2]1.[N:7]1([S:13](Cl)(=[O:15])=[O:14])[CH2:12][CH2:11][CH2:10][CH2:9][CH2:8]1>CO.C(O)(C)C>[N:7]1([S:13]([N:3]2[CH2:2][CH2:1][NH:6][C:4]2=[O:5])(=[O:15])=[O:14])[CH2:12][CH2:11][CH2:10][CH2:9][CH2:8]1 |f:2.3|. Starting materials: O=C(Cl)Oc1ccc(Oc2ccc(C(F)(F)F)cn2)cc1, c1ccc(CN2CCNCC2)nc1. The product is O=C(Oc1ccc(Oc2ccc(C(F)(F)F)cn2)cc1)N1CCN(Cc2ccccn2)CC1, Cl. RXN SMILES: [Cl:1][C:2](=[O:3])[O:4][c:5]1[cH:6][cH:7][c:8]([O:11][c:12]2[n:13][cH:14][c:15]([C:18]([F:19])([F:20])[F:21])[cH:16][cH:17]2)[cH:9][cH:10]1.[n:22]1[c:23]([CH2:28][N:29]2[CH2:30][CH2:31][NH:32][CH2:33][CH2:34]2)[cH:24][cH:25][cH:26][cH:27]1>>[C:2](=[O:3])([O:4][c:5]1[cH:6][cH:7][c:8]([O:11][c:12]2[n:13][cH:14][c:15]([C:18]([F:19])([F:20])[F:21])[cH:16][cH:17]2)[cH:9][cH:10]1)[N:32]1[CH2:31][CH2:30][N:29]([CH2:28][c:23]2[n:22][cH:27][cH:26][cH:25][cH:24]2)[CH2:34][CH2:33]1.[ClH:1]. The reactants are ClC1=NC2=CC(=C(C=C2N=C1)OCC)OCC (2-chloro-6,7-diethoxyquinoxaline), FC=1C=C(N)C=CC1 (m-fluoroaniline). The product is FC=1C=C(C=CC1)NC1=NC2=CC(=C(C=C2N=C1)OCC)OCC (2-(3-Fluorophenylamino)-6,7-diethoxyquinoxaline). Isolated yield 54.1%. As a reaction SMILES: Cl[C:2]1[CH:11]=[N:10][C:9]2[C:4](=[CH:5][C:6]([O:15][CH2:16][CH3:17])=[C:7]([O:12][CH2:13][CH3:14])[CH:8]=2)[N:3]=1.[F:18][C:19]1[CH:20]=[C:21]([CH:23]=[CH:24][CH:25]=1)[NH2:22]>>[F:18][C:19]1[CH:20]=[C:21]([NH:22][C:2]2[CH:11]=[N:10][C:9]3[C:4](=[CH:5][C:6]([O:15][CH2:16][CH3:17])=[C:7]([O:12][CH2:13][CH3:14])[CH:8]=3)[N:3]=2)[CH:23]=[CH:24][CH:25]=1. Procedure: To 0.25 g (0.989 mmol) of 2-chloro-6,7-diethoxyquinoxaline is added 2 mL of m-fluoroaniline. This mixture is heated under nitrogen overnight to 120° C. The resulting mixture is chromatographed (30:1 CH2Cl2: EtOH) to yield partially purified product. This solid is triturated with ethyl acetate to give 0.175 g of the product as a brownish yellow solid in 54.1% yield (m.p. 193° C.). Anal. Calcd for C18H18N3O2F.0.25H2O: C, 65.15; H, 5.62; N, 12.66. Found: C, 65.30; H, 5.30; N, 12.41. Reactants: FC=1C=C(C=CC1F)C(C)NC(C1=CC=C(C=C1)OC)C1=CC(=C(C=C1)F)[N+](=O)[O-] (N-[1-(3,4-difluorophenyl)ethyl]-N-[(4-fluoro-3-nitrophenyl)-(4-methoxyphenyl)methyl]amine), [BH4-].[Na+] (sodium borohydride). The reagents and catalysts are O.O.O.O.O.O.[Ni](Cl)Cl (nickel chloride hexahydrate). Product: FC=1C=C(C=CC1F)C(C)NC(C=1C=CC(=C(C1)N)F)C1=CC=C(C=C1)OC (5-{[1-(3,4-Difluorophenyl)ethylamino]-(4-methoxyphenyl)methyl}-2-fluorophenylamine). Isolated yield 78.4%. Reaction SMILES: [F:1][C:2]1[CH:3]=[C:4]([CH:9]([NH:11][CH:12]([C:21]2[CH:26]=[CH:25][C:24]([F:27])=[C:23]([N+:28]([O-])=O)[CH:22]=2)[C:13]2[CH:18]=[CH:17][C:16]([O:19][CH3:20])=[CH:15][CH:14]=2)[CH3:10])[CH:5]=[CH:6][C:7]=1[F:8].[BH4-].[Na+]>O.O.O.O.O.O.[Ni](Cl)Cl>[F:1][C:2]1[CH:3]=[C:4]([CH:9]([NH:11][CH:12]([C:13]2[CH:14]=[CH:15][C:16]([O:19][CH3:20])=[CH:17][CH:18]=2)[C:21]2[CH:26]=[CH:25][C:24]([F:27])=[C:23]([NH2:28])[CH:22]=2)[CH3:10])[CH:5]=[CH:6][C:7]=1[F:8] |f:1.2,3.4.5.6.7.8.9|. Reported procedure: Following a similar procedure to that described in Example (1b), 2.5 g of N-[1-(3,4-difluorophenyl)ethyl]-N-[(4-fluoro-3-nitrophenyl)-(4-methoxyphenyl)methyl]amine [prepared as described in step (a) above], 3.29 g of nickel chloride hexahydrate and 957 mg of sodium borohydride were reacted, to obtain 1.82 g of the title compound as a yellow oil. Reactants: O (water), NC(C(=O)OCC)C(=O)OCC (diethyl 2-aminomalonate), NCCNC(OC(C)(C)C)=O (tert-butyl (2-aminoethyl)carbamate), NCCNC(OC(C)(C)C)=O (tert-butyl (2-aminoethyl)carbamate). Run in C(Cl)(Cl)Cl (chloroform). Run at time 7 hour. Product: NC(C(NCCNC(=O)OC(C)(C)C)=O)C(NCCNC(=O)OC(C)(C)C)=O (di-tert-butyl 7-amino-6,8-dioxo-2,5,9,12-tetraazatridecanedioate). RXN SMILES: [NH2:1][CH:2]([C:8]([O:10]CC)=O)[C:3]([O:5]CC)=O.[NH2:13][CH2:14][CH2:15][NH:16][C:17](=[O:23])[O:18][C:19]([CH3:22])([CH3:21])[CH3:20].[OH2:24]>C(Cl)(Cl)Cl>[NH2:1][CH:2]([C:3](=[O:5])[NH:13][CH2:14][CH2:15][NH:16][C:17]([O:18][C:19]([CH3:22])([CH3:21])[CH3:20])=[O:24])[C:8](=[O:10])[NH:13][CH2:14][CH2:15][NH:16][C:17]([O:18][C:19]([CH3:20])([CH3:22])[CH3:21])=[O:23]. Procedure details: A solution of diethyl 2-aminomalonate (1.68 g) and tert-butyl (2-aminoethyl)carbamate (3.20 g) in dehydrated chloroform (5 ml) was stirred under reflux. After 7 hours, additional tert-butyl (2-aminoethyl)carbamate (3.20 g) was added to the reaction mixture, and the mixture was stirred under reflux for 2 days. To the reaction mixture was added water, and the solution was washed with a mixed solvent of hexane and diisopropyl ether (1:1). The aqueous layer was extracted with methylene chloride. The... The reactants are Cc1ccsc1CO, CCOC(C)=O, CC(=O)OC(C)=O, c1ccncc1. Product: CC(=O)OCc1sccc1C. RXN SMILES: [CH3:1][c:2]1[c:3]([CH2:7][OH:8])[s:4][cH:5][cH:6]1.[CH3:22][CH2:23][O:24][C:25]([CH3:26])=[O:27].[CH3:9][C:10](=[O:11])[O:12][C:13](=[O:14])[CH3:15].[cH:16]1[cH:17][cH:18][n:19][cH:20][cH:21]1>>[CH3:1][c:2]1[c:3]([CH2:7][O:8][C:10]([CH3:9])=[O:11])[s:4][cH:5][cH:6]1.